This data is from the Open Reaction Database (ORD), a public repository of structured organic reaction records. The task is: describe an organic reaction: reactants, conditions, products, and yield Reactants: CN(C)C=O, CCCC[O-], O=NCNC1=Nc2ccc([N+](=O)[O-])cc2C(c2ccccc2Cl)=NC1, [K+], C[N+](=O)[O-]. The product is O=[N+]([O-])C=C1CN=C(c2ccccc2Cl)c2cc([N+](=O)[O-])ccc2N1. Reaction SMILES: [CH3:26][N:27]([CH3:28])[CH:29]=[O:30].[CH3:31][CH2:32][CH2:33][CH2:34][O-:35].[Cl:1][c:2]1[c:3]([C:8]2=[N:9][CH2:10][C:11]([NH:22][CH2:23][N:24]=[O:25])=[N:12][c:13]3[c:14]2[cH:15][c:16]([N+:19](=[O:20])[O-:21])[cH:17][cH:18]3)[cH:4][cH:5][cH:6][cH:7]1.[K+:36].[N+:37](=[O:38])([O-:39])[CH3:40]>>[Cl:1][c:2]1[c:3]([C:8]2=[N:9][CH2:10][C:11](=[CH:40][N+:37](=[O:38])[O-:39])[NH:12][c:13]3[c:14]2[cH:15][c:16]([N+:19](=[O:20])[O-:21])[cH:17][cH:18]3)[cH:4][cH:5][cH:6][cH:7]1. The reactants are solution, Cl (hydrogen chloride), N1(C=NC=C1)CC(COC1=C(C=CC=C1)CCCCC1=CC=CC=C1)O (3-(imidazol-1-yl)-1-[2-(4-phenylbutyl)phenoxy]-2-propanol). The solvent is O1CCOCC1 (dioxane), C(C)(=O)OCC (ethyl acetate). Reaction conditions: time 3 hour. Product: Cl.N1(C=NC=C1)CC(COC1=C(C=CC=C1)CCCCC1=CC=CC=C1)O (3-(Imidazol-1-yl)-1-[2-(4-phenylbutyl)phenoxy]-2-propanol hydrochloride). Isolated yield 92.0%. As a reaction SMILES: [ClH:1].[N:2]1([CH2:7][CH:8]([OH:27])[CH2:9][O:10][C:11]2[CH:16]=[CH:15][CH:14]=[CH:13][C:12]=2[CH2:17][CH2:18][CH2:19][CH2:20][C:21]2[CH:26]=[CH:25][CH:24]=[CH:23][CH:22]=2)[CH:6]=[CH:5][N:4]=[CH:3]1>O1CCOCC1.C(OCC)(=O)C>[ClH:1].[N:2]1([CH2:7][CH:8]([OH:27])[CH2:9][O:10][C:11]2[CH:16]=[CH:15][CH:14]=[CH:13][C:12]=2[CH2:17][CH2:18][CH2:19][CH2:20][C:21]2[CH:22]=[CH:23][CH:24]=[CH:25][CH:26]=2)[CH:6]=[CH:5][N:4]=[CH:3]1 |f:4.5|. Procedure details: 1.7 ml of a 4N solution of hydrogen chloride in dioxane were added to a solution of 790 mg of 3-(imidazol-1-yl)-1-[2-(4-phenylbutyl)phenoxy]-2-propanol [prepared as described in step (a) above] in ethyl acetate, and the resulting mixture was allowed to stand at room temperature for 3 hours. The crystals which precipitated were collected by filtration and dried in vacuo, to give 810 mg (yield 92%) of the title compound as colorless crystals, melting at 128°-130° C.